Dataset: the Open Reaction Database (ORD), a public repository of structured organic reaction records. Task: describe an organic reaction: reactants, conditions, products, and yield Starting materials: AT-103, 03/091396 A2, P(=O)([O-])([O-])[O-].[K+].[K+].[K+] (potassium phosphate), CC1=NC=C(C(=C1O)C=O)COP(=O)(O)O (pyridoxal-5′-phosphate), amino acid, AT-103, C1=CC=C2C(=C1)C(=CN2)C[C@](C[C@@H](C(=O)O)N)(C(=O)O)O (monatin), D-amino acid. The product is N1C=C(C2=CC=CC=C12)CC(C(=O)[O-])=O (indole-3-pyruvate), C(C(=O)C)(=O)[O-] (pyruvate). RXN SMILES: [CH:1]1[CH:6]=[C:5]2[C:7]([CH2:10][C@@:11]([OH:21])([C:18]([OH:20])=[O:19])C[C@H](N)C(O)=O)=[CH:8][NH:9][C:4]2=[CH:3][CH:2]=1.P([O-])([O-])([O-])=O.[K+].[K+].[K+].CC1C(O)=C(C=O)C(COP(O)(O)=O)=CN=1>>[NH:9]1[C:4]2[C:5](=[CH:6][CH:1]=[CH:2][CH:3]=2)[C:7]([CH2:10][C:11](=[O:21])[C:18]([O-:20])=[O:19])=[CH:8]1.[C:18]([O-:20])(=[O:19])[C:11]([CH3:10])=[O:21] |f:1.2.3.4|. Procedure details: AT-103 transaminase was part of a transaminase library purchased from BioCatalytics (Pasadena, Calif.) and the enzyme was tested for production of monatin in coupled reactions using the ProA aldolase from C. testosteroni. The aldolase was prepared as described in WO 03/091396 A2. AT-103 is a broad specificity D-transaminase (EC 2.6.1.21) from a Bacillus species that requires a D-amino acid (such as D-glutamate, D-aspartate, or D-alanine) as the amino acid donor. Enzymes and additional components... Starting materials: ClC1=CC=CC2=C1N=C(S2)C2NCCC(C2)C=O ([2-(4-chlorobenzothiazolyl)](4-piperidinyl)methanone), C(F)(F)(F)C(=O)O (CF3CO2H), COC1=CC=C(C=C1)CCBr (2-(4-methoxyphenyl)ethyl bromide), C([O-])([O-])=O.[K+].[K+] (potassium carbonate). The solvent is CN(C=O)C (dimethylformamide). Product: ClC1=CC=CC2=C1N=C(S2)C2N(CCC(C2)C=O)CCC2=CC=C(C=C2)OC ([2-(4-Chlorobenzothiazolyl)][1-[2-(4-methoxyphenyl)ethyl]-4-piperidinyl]methanone). RXN SMILES: [Cl:1][C:2]1[C:7]2[N:8]=[C:9]([CH:11]3[CH2:16][CH:15]([CH:17]=[O:18])[CH2:14][CH2:13][NH:12]3)[S:10][C:6]=2[CH:5]=[CH:4][CH:3]=1.C(C(O)=O)(F)(F)F.[CH3:26][O:27][C:28]1[CH:33]=[CH:32][C:31]([CH2:34][CH2:35]Br)=[CH:30][CH:29]=1.C(=O)([O-])[O-].[K+].[K+]>CN(C)C=O>[Cl:1][C:2]1[C:7]2[N:8]=[C:9]([CH:11]3[CH2:16][CH:15]([CH:17]=[O:18])[CH2:14][CH2:13][N:12]3[CH2:35][CH2:34][C:31]3[CH:32]=[CH:33][C:28]([O:27][CH3:26])=[CH:29][CH:30]=3)[S:10][C:6]=2[CH:5]=[CH:4][CH:3]=1 |f:3.4.5|. Procedure: Mix [2-(4-chlorobenzothiazolyl)](4-piperidinyl)methanone.CF3CO2H (9.19 mmol), 2-(4-methoxyphenyl)ethyl bromide (2.07 g, 9.64 mmol), potassium carbonate (3.33 g, 24.1 mmol) and dimethylformamide (35 mL) and heat at 90° C. overnight. Cool to room temperature and partition between a 2:1 mixture of ethyl acetate/toluene and water. Separate the aqueous phase and wash the organic phase with water and brine. Dry (MgSO4) and evaporate the solvent in vacuo. Purify by chromatography to give the title comp... Starting materials: [Si](C)(C)(C(C)(C)C)OCC1(CC=2N(CCS1)C(=NN2)C2(CC2)C2=CC=C(C=C2)C2=CC=NN2C)C (8-({[Tert-butyl(dimethyl)silyl]oxy}methyl)-8-methyl-3-{1-[4-(1-methyl-1H-pyrazol-5-yl)phenyl]cyclopropyl}-5,6,8,9-tetrahydro[1,2,4]triazolo[4,3-d][1,4]thiazepine), Cl (hydrochloric acid). The solvent is CO (methanol). Yields the product CC1(CC=2N(CCS1)C(=NN2)C2(CC2)C2=CC=C(C=C2)C2=CC=NN2C)CO ((8-Methyl-3-{1-[4-(1-methyl-1H-pyrazol-5-yl)phenyl]cyclopropyl}-5,6,8,9-tetrahydro[1,2,4]triazolo[4,3-d][1,4]thiazepin-8-yl)methanol). Yield: 104.4%. RXN SMILES: [Si]([O:8][CH2:9][C:10]1([CH3:35])[S:16][CH2:15][CH2:14][N:13]2[C:17]([C:20]3([C:23]4[CH:28]=[CH:27][C:26]([C:29]5[N:33]([CH3:34])[N:32]=[CH:31][CH:30]=5)=[CH:25][CH:24]=4)[CH2:22][CH2:21]3)=[N:18][N:19]=[C:12]2[CH2:11]1)(C(C)(C)C)(C)C.Cl>CO>[CH3:35][C:10]1([CH2:9][OH:8])[S:16][CH2:15][CH2:14][N:13]2[C:17]([C:20]3([C:23]4[CH:24]=[CH:25][C:26]([C:29]5[N:33]([CH3:34])[N:32]=[CH:31][CH:30]=5)=[CH:27][CH:28]=4)[CH2:22][CH2:21]3)=[N:18][N:19]=[C:12]2[CH2:11]1. Procedure: A solution of the compound (159 mg, 0.31 mmol) obtained in Example 56-1) and 4 M hydrochloric acid (1,4-dioxane solution, 1 mL) in methanol (4 mL) was stirred at room temperature for 15 h. The reaction mixture was concentrated under reduced pressure, saturated aqueous sodium hydrogencarbonate was added to the residue, the mixture was extracted with dichloromethane, and the organic layer was washed with saturated sodium chloride solution and dried with anhydrous sodium sulfate. After filtration, ...